This data is from the Open Reaction Database (ORD), a public repository of structured organic reaction records. The task is: describe an organic reaction: reactants, conditions, products, and yield The reactants are C(C)(=O)O.N1(CCNCC1)C=1C(C=CC=CC1)=O (2-(1-piperazinyl)-2,4,6-cycloheptatriene-1-one acetic acid salt), COC=1C=C(CCl)C=CC1 (3-methoxybenzyl chloride), C([O-])([O-])=O.[K+].[K+] (potassium carbonate). The solvent is C(C)#N (acetonitrile). Reaction conditions: time 16 hour. Product: COC=1C=C(CN2CCN(CC2)C=2C(C=CC=CC2)=O)C=CC1 (2-[4-(3-Methoxybenzyl)-1-piperazinyl]-2,4,6-cycloheptatriene-1-one), oil. Yield: 45.0%. As a reaction SMILES: C(O)(=O)C.[N:5]1([C:11]2[C:12](=[O:18])[CH:13]=[CH:14][CH:15]=[CH:16][CH:17]=2)[CH2:10][CH2:9][NH:8][CH2:7][CH2:6]1.[CH3:19][O:20][C:21]1[CH:22]=[C:23]([CH:26]=[CH:27][CH:28]=1)[CH2:24]Cl.C(=O)([O-])[O-].[K+].[K+]>C(#N)C>[CH3:19][O:20][C:21]1[CH:22]=[C:23]([CH:26]=[CH:27][CH:28]=1)[CH2:24][N:8]1[CH2:7][CH2:6][N:5]([C:11]2[C:12](=[O:18])[CH:13]=[CH:14][CH:15]=[CH:16][CH:17]=2)[CH2:10][CH2:9]1 |f:0.1,3.4.5|. Procedure details: A mixture of 2-(1-piperazinyl)-2,4,6-cycloheptatriene-1-one acetic acid salt (0.171 g, 0.680 mmol, example 2a), 3-methoxybenzyl chloride (0.118 g, 0.750 mmol) and potassium carbonate (0.276 g, 2.00 mmol) in acetonitrile (2.00 mL) was stirred at room temperature for 16 h. The solvent was removed in vacuo. The residue was triturated with dichloromethane and filtered. The filtrate was concentrated in vacuo to dryness and the residue was subjected to preparative thin layer chromatography using ethyl... The reactants are ClC1=CC=C(OC2=C(N(C3=CC=C(C=C23)SC)CC(=O)OC)C)C=C1 (3-(4-chlorophenoxy)-2-methyl-5-(methylthio)-1H-indole-1-acetic acid, methyl ester), [Na] (sodium), CC(=O)C (acetone), OOS(=O)[O-].[K+] (oxone). Run in O (water). Run at time 3 hour. Product: ClC1=CC=C(OC2=C(N(C3=CC=C(C=C23)S(=O)(=O)C)CC(=O)OC)C)C=C1 (3-(4-chlorophenoxy)-2-methyl-5-(methylsulfonyl)-1H-indole-1-acetic acid, methyl ester). RXN SMILES: [Cl:1][C:2]1[CH:25]=[CH:24][C:5]([O:6][C:7]2[C:15]3[C:10](=[CH:11][CH:12]=[C:13](SC)[CH:14]=3)[N:9]([CH2:18][C:19]([O:21][CH3:22])=[O:20])[C:8]=2[CH3:23])=[CH:4][CH:3]=1.[Na].O[O:28][S:29]([O-:31])=O.[K+].[CH3:33]C(C)=O>O>[Cl:1][C:2]1[CH:3]=[CH:4][C:5]([O:6][C:7]2[C:15]3[C:10](=[CH:11][CH:12]=[C:13]([S:29]([CH3:33])(=[O:31])=[O:28])[CH:14]=3)[N:9]([CH2:18][C:19]([O:21][CH3:22])=[O:20])[C:8]=2[CH3:23])=[CH:24][CH:25]=1 |f:2.3,^1:25|. Procedure: To the product from step (ii) (0.32 g) in acetone (4 ml) and water (4 ml) was added solid sodium bicarbionate (0.57 g) followed by oxone (0.69 g in water (2.5 ml)) and the reaction was stirred for 3 h. The reaction was quenched with sodium bisulfite and partitioned between ethylacetate/water. The organics were dried and evaporated under reduced pressure. The residue was purified by chromatography on silica eluting with 30-60% ethylacetate/iso-hexane. Starting materials: CCN(CC)C(=O)Cn1ccc2c(C(=O)OC)cccc21, CO, [Na+], [OH-]. The product is CCN(CC)C(=O)Cn1ccc2c(C(=O)O)cccc21. As a reaction SMILES: [CH3:1][O:2][C:3](=[O:4])[c:5]1[c:6]2[cH:7][cH:8][n:9]([CH2:14][C:15]([N:16]([CH2:17][CH3:18])[CH2:19][CH3:20])=[O:21])[c:10]2[cH:11][cH:12][cH:13]1.[CH3:24][OH:25].[Na+:23].[OH-:22]>>[O:2]=[C:3]([OH:4])[c:5]1[c:6]2[cH:7][cH:8][n:9]([CH2:14][C:15]([N:16]([CH2:17][CH3:18])[CH2:19][CH3:20])=[O:21])[c:10]2[cH:11][cH:12][cH:13]1. Starting materials: C1CCOC1, [Li]CCCC, CC(C)NC(C)C, CI, O=S(=O)(c1ccccc1)n1ccc2c(Cl)ncnc21. The product is Cc1cc2c(Cl)ncnc2n1S(=O)(=O)c1ccccc1. RXN SMILES: [CH2:34]1[O:35][CH2:36][CH2:37][CH2:38]1.[CH2:8]([Li:9])[CH2:10][CH2:11][CH3:12].[CH:1]([NH:2][CH:3]([CH3:4])[CH3:5])([CH3:6])[CH3:7].[I:32][CH3:33].[c:13]1([S:19](=[O:20])(=[O:21])[n:22]2[cH:23][cH:24][c:25]3[c:26]2[n:27][cH:28][n:29][c:30]3[Cl:31])[cH:14][cH:15][cH:16][cH:17][cH:18]1>>[CH3:1][c:23]1[n:22]([S:19]([c:13]2[cH:14][cH:15][cH:16][cH:17][cH:18]2)(=[O:20])=[O:21])[c:26]2[c:25]([cH:24]1)[c:30]([Cl:31])[n:29][cH:28][n:27]2.